Dataset: the Open Reaction Database (ORD), a public repository of structured organic reaction records. Task: describe an organic reaction: reactants, conditions, products, and yield RXN SMILES: [CH2:31]([NH:32][CH2:33][CH3:34])[CH3:35].[CH2:36]1[O:37][CH2:38][CH2:39][CH2:40]1.[cH:1]1[c:2]2[c:14]([cH:16][cH:17][cH:18]1)-[c:9]1[c:8]([cH:13][cH:12][cH:11][cH:10]1)[CH:3]2[CH2:4][N:15]([C:5](=[O:6])[O-:7])[CH:19]1[CH2:20][CH2:21][CH:22]([c:25]2[n:26][c:27]([CH3:30])[s:28][cH:29]2)[CH2:23][CH2:24]1>>[NH2:15][CH:19]1[CH2:20][CH2:21][CH:22]([c:25]2[n:26][c:27]([CH3:30])[s:28][cH:29]2)[CH2:23][CH2:24]1. Yields the product Cc1nc(C2CCC(N)CC2)cs1. Starting materials: CCNCC, C1CCOC1, Cc1nc(C2CCC(N(CC3c4ccccc4-c4ccccc43)C(=O)[O-])CC2)cs1. RXN SMILES: [CH3:20][C:21](=[O:22])[CH3:23].[Cl:1][CH2:2][C:3](=[O:4])[N:5]([CH:6]1[CH:7]([OH:11])[CH2:8][CH2:9][CH2:10]1)[c:12]1[c:13]([CH3:19])[cH:14][cH:15][cH:16][c:17]1[CH3:18]>>[Cl:1][CH2:2][C:3](=[O:4])[N:5]([CH:6]1[C:7](=[O:11])[CH2:8][CH2:9][CH2:10]1)[c:12]1[c:13]([CH3:19])[cH:14][cH:15][cH:16][c:17]1[CH3:18]. The reactants are CC(C)=O, Cc1cccc(C)c1N(C(=O)CCl)C1CCCC1O. Product: Cc1cccc(C)c1N(C(=O)CCl)C1CCCC1=O. Reactants: COC(C[C@@H]1COC2=C1C=CC(=C2)O[C@@H]2CCC1=C(C=CC(=C21)F)B2OC(C(O2)(C)C)(C)C)=O ({(S)-6-[(R)-7-fluoro-4-(4,4,5,5-tetramethyl-[1,3,2]dioxaborolan-2-yl)-indan-1-yloxy]-2,3-dihydro-benzofuran-3-yl}-acetic acid methyl ester), BrC1=C(C=C(C=C1C)C1=NC(=CC=C1)C)C (2-(4-bromo-3,5-dimethyl-phenyl)-6-methyl-pyridine), BrC1=C2CC[C@H](C2=C(C=C1)F)OC1=CC2=C([C@@H](CO2)CC(=O)OC)C=C1 (Methyl 2-((S)-6-((R)-4-bromo-7-fluoro-2,3-dihydro-1H-inden-1-yloxy)-2,3-dihydrobenzofuran-3-yl)acetate). The product is COC(C[C@@H]1COC2=C1C=CC(=C2)O[C@@H]2CCC1=C(C=CC(=C21)F)C2=C(C=C(C=C2C)C2=NC(=CC=C2)C)C)=O ({(S)-6-[(R)-4-(2,6-Dimethyl-4-(6-methyl-pyridin-2-yl)-phenyl)-7-fluoro-indan-1-yloxy]-2,3-dihydro-benzofuran-3-yl}-acetic acid methyl ester). Reaction SMILES: [CH3:1][O:2][C:3](=[O:34])[CH2:4][C@H:5]1[C:9]2[CH:10]=[CH:11][C:12]([O:14][C@H:15]3[C:23]4[C:18](=[C:19](B5OC(C)(C)C(C)(C)O5)[CH:20]=[CH:21][C:22]=4[F:24])[CH2:17][CH2:16]3)=[CH:13][C:8]=2[O:7][CH2:6]1.Br[C:36]1[C:41]([CH3:42])=[CH:40][C:39]([C:43]2[CH:48]=[CH:47][CH:46]=[C:45]([CH3:49])[N:44]=2)=[CH:38][C:37]=1[CH3:50].BrC1C=CC(F)=C2C=1CC[C@H]2OC1C=CC2[C@H](CC(OC)=O)COC=2C=1>>[CH3:1][O:2][C:3](=[O:34])[CH2:4][C@H:5]1[C:9]2[CH:8]=[CH:13][C:12]([O:14][C@H:15]3[C:23]4[C:18](=[C:19]([C:36]5[C:37]([CH3:50])=[CH:38][C:39]([C:43]6[CH:48]=[CH:47][CH:46]=[C:45]([CH3:49])[N:44]=6)=[CH:40][C:41]=5[CH3:42])[CH:20]=[CH:21][C:22]=4[F:24])[CH2:17][CH2:16]3)=[CH:11][C:10]=2[O:7][CH2:6]1. Procedure details: The title compound is prepared from {(S)-6-[(R)-7-fluoro-4-(4,4,5,5-tetramethyl-[1,3,2]dioxaborolan-2-yl)-indan-1-yloxy]-2,3-dihydro-benzofuran-3-yl}-acetic acid methyl ester and 2-(4-bromo-3,5-dimethyl-phenyl)-6-methyl-pyridine following a procedure analogous to that described in Step 5 of Intermediate 1. LC (method 7): tR=1.07 min; Mass spectrum (ESI+): m/z=538 [M+H]+. Reactants: SC1=NC=NC2=CC=CC=C12 (4-mercaptoquinazoline), CN(C1=C(CCl)C=CC=C1)C (2-dimethylamino benzyl chloride). Product: CN(C1=C(CSC2=NC=NC3=CC=CC=C23)C=CC=C1)C (4-(2-Dimethylaminobenzylthio)-quinazoline). The yield is 24.0%. RXN SMILES: [SH:1][C:2]1[C:11]2[C:6](=[CH:7][CH:8]=[CH:9][CH:10]=2)[N:5]=[CH:4][N:3]=1.[CH3:12][N:13]([CH3:22])[C:14]1[CH:21]=[CH:20][CH:19]=[CH:18][C:15]=1[CH2:16]Cl>>[CH3:12][N:13]([CH3:22])[C:14]1[CH:21]=[CH:20][CH:19]=[CH:18][C:15]=1[CH2:16][S:1][C:2]1[C:11]2[C:6](=[CH:7][CH:8]=[CH:9][CH:10]=2)[N:5]=[CH:4][N:3]=1. Procedure: The title compound(1.31 g) was prepared from 4-mercaptoquinazoline(3.0 g) and 2-dimethylamino benzyl chloride(6.1 g). As a reaction SMILES: [C:1]([N:3]=[C:4]([NH2:6])[NH2:5])#[N:2].[OH:7][CH:8]([CH3:12])[C:9](=O)[CH3:10].Cl>>[NH:3]([C:1]1[O:7][C:8]([CH3:12])=[C:9]([CH3:10])[N:2]=1)[C:4]([NH2:6])=[NH:5]. Starting materials: C(#N)N=C(N)N (dicyanodiamide), OC(C(C)=O)C (3-hydroxy-2-butanone), Cl (hydrochloric acid). Procedure details: reacting any dicyanodiamide obtained in step (b) with 3-hydroxy-2-butanone in a non-aqueous, alcoholic hydrochloric acid medium to form 2-guanidino-4,5-dimethyloxazole; Product: N(C(=N)N)C=1OC(=C(N1)C)C (2-guanidino-4,5-dimethyloxazole). Starting materials: C(C)OC(CC1=CC(=CC=C1)OC1=C(C=C(C=C1)C(F)(F)F)CN=[N+]=[N-])=O ([3-(2-Azidomethyl-4-trifluoromethyl-phenoxy)-phenyl]-acetic acid ethyl ester). The solvent is CCO (EtOH). Run at time 8 hour. Yields the product C(C)OC(CC1=CC(=CC=C1)OC1=C(C=C(C=C1)C(F)(F)F)CN)=O ([3-(2-Aminomethyl-4-trifluoromethyl-phenoxy)-phenyl]-acetic acid ethyl ester). Reaction SMILES: [CH2:1]([O:3][C:4](=[O:27])[CH2:5][C:6]1[CH:11]=[CH:10][CH:9]=[C:8]([O:12][C:13]2[CH:18]=[CH:17][C:16]([C:19]([F:22])([F:21])[F:20])=[CH:15][C:14]=2[CH2:23][N:24]=[N+]=[N-])[CH:7]=1)[CH3:2]>CCO>[CH2:1]([O:3][C:4](=[O:27])[CH2:5][C:6]1[CH:11]=[CH:10][CH:9]=[C:8]([O:12][C:13]2[CH:18]=[CH:17][C:16]([C:19]([F:20])([F:21])[F:22])=[CH:15][C:14]=2[CH2:23][NH2:24])[CH:7]=1)[CH3:2]. Procedure: [3-(2-Azidomethyl-4-trifluoromethyl-phenoxy)-phenyl]-acetic acid ethyl ester (0.187 g, 0.49 mmol) was dissolved in EtOH (6 mL), and the solution was purged with H2 under an H2 balloon. Palladium on carbon (10%; 0.038 mg) was added, and the mixture was purged again with H2. The reaction was sealed and stirred at room temperature overnight. Analytical LCMS indicated that starting material was still present, so additional palladium on carbon (10%; 0.038 g) was added, and the mixture was stirred und...